This data is from the Open Reaction Database (ORD), a public repository of structured organic reaction records. The task is: describe an organic reaction: reactants, conditions, products, and yield Starting materials: N (ammonia), CN1C[C@H](C[C@@H]2C=3C(=CC=C4NC[C@@H](C[C@@H]12)C34)[N+](=O)[O-])NC(N(CC)CC)=O (3-(2,3β-dihydro-6-methyl-12-nitro-8α-ergolinyl)-1,1-diethylurea), Cl (hydrochloric acid), [BH4-].[Na+] (sodium borohydride). Reagents/catalysts: [Ni](Cl)Cl (nickel chloride). Run in CO (methanol). Yields the product NC1=CC=C2NCC3C[C@H]4N(C[C@H](C[C@@H]4C1=C32)NC(N(CC)CC)=O)C (3-(12-amino-2,3-dihydro-6-methyl-8α-ergolinyl)-1,1-diethylurea). Yield: 97.9%. RXN SMILES: [CH3:1][N:2]1[C@H:16]2[C@@H:6]([C:7]3[C:8]([N+:18]([O-])=O)=[CH:9][CH:10]=[C:11]4[C:17]=3[C@H:14]([CH2:15]2)[CH2:13][NH:12]4)[CH2:5][C@H:4]([NH:21][C:22](=[O:28])[N:23]([CH2:26][CH3:27])[CH2:24][CH3:25])[CH2:3]1.[BH4-].[Na+].Cl.N>CO.[Ni](Cl)Cl>[NH2:18][C:8]1[C:7]2=[C:17]3[C:11]([NH:12][CH2:13][CH:14]3[CH2:15][C@@H:16]3[C@@H:6]2[CH2:5][C@H:4]([NH:21][C:22](=[O:28])[N:23]([CH2:26][CH3:27])[CH2:24][CH3:25])[CH2:3][N:2]3[CH3:1])=[CH:10][CH:9]=1 |f:1.2|. Procedure details: One millimole of 3-(2,3β-dihydro-6-methyl-12-nitro-8α-ergolinyl)-1,1-diethylurea is dissolved in 25 ml of methanol, cooled in an ice bath, and 2 mmol of nickel chloride (with 6H2O) and thereafter 5 mmol of sodium borohydride are added thereto in 4-5 portions. Under ice cooling, the mixture is acidified with 2N hydrochloric acid, combined with dilute ammonia solution, and extracted by shaking. After drying and evaporation of the organic phase, 350 mg of 3-(12-amino-2,3-dihydro-6-methyl-8α-ergolin... Starting materials: C[S-].[Na+] (Sodium methanethiolate), O=S1(CC(CN(C2=C1C=C(C(=C2)Br)OCC(=O)O)C2=CC=CC=C2)(CCCC)CCCC)=O (1,1-Dioxo-3,3-dibutyl-5-phenyl-7-bromo-8-carboxymethoxy-2,3,4,5-tetrahydro-1,5-benzothiazepine), C(C)(=O)O (Acetic acid). Solvent: CN(C)C=O (DMF). Conditions: temperature 50 celsius, time 2 hour. The product is O=S1(CC(CN(C2=C1C=C(C(=C2)SC)OCC(=O)O)C2=CC=CC=C2)(CCCC)CCCC)=O (1,1-Dioxo-3,3-dibutyl-5-phenyl-7-methylthio-8-carboxymethoxy-2,3,4,5-tetrahydro-1,5-benzothiazepine). The yield is 95.7%. RXN SMILES: [O:1]=[S:2]1(=[O:33])[C:8]2[CH:9]=[C:10]([O:14][CH2:15][C:16]([OH:18])=[O:17])[C:11](Br)=[CH:12][C:7]=2[N:6]([C:19]2[CH:24]=[CH:23][CH:22]=[CH:21][CH:20]=2)[CH2:5][C:4]([CH2:29][CH2:30][CH2:31][CH3:32])([CH2:25][CH2:26][CH2:27][CH3:28])[CH2:3]1.[CH3:34][S-:35].[Na+].C(O)(=O)C>CN(C=O)C>[O:1]=[S:2]1(=[O:33])[C:8]2[CH:9]=[C:10]([O:14][CH2:15][C:16]([OH:18])=[O:17])[C:11]([S:35][CH3:34])=[CH:12][C:7]=2[N:6]([C:19]2[CH:24]=[CH:23][CH:22]=[CH:21][CH:20]=2)[CH2:5][C:4]([CH2:29][CH2:30][CH2:31][CH3:32])([CH2:25][CH2:26][CH2:27][CH3:28])[CH2:3]1 |f:1.2|. Procedure details: 1,1-Dioxo-3,3-dibutyl-5-phenyl-7-bromo-8-carboxymethoxy-2,3,4,5-tetrahydro-1,5-benzothiazepine (Method 11; 500 mg, 0.93 mmol) was dissolved in DMF (10 ml). Sodium methanethiolate (200 mg, 2.85 mmol) was added and the mixture was stirred for 2 hours at 50° C. Acetic acid (0.4 ml) was added and the solvent was evaporated under reduced pressure. The residue was extracted with EtOAc/water. The EtOAc layer was separated, dried and evaporated under reduced pressure to give the title compound 450 mg (9...